Dataset: the Open Reaction Database (ORD), a public repository of structured organic reaction records. Task: describe an organic reaction: reactants, conditions, products, and yield Starting materials: BrCC(=O)C=1C=C(SC1C)C(=S)OC (Methyl 4-(2-bromoacetyl)-5-methylthiothiophene-2-carboxylate), ClC1=C(C(=CC=C1)Cl)NC(=S)N (2,6-dichlorophenyl thiourea). The product is Br.ClC1=C(C(=CC=C1)Cl)NC=1SC=C(N1)C=1C=C(SC1C)C(=S)OC (methyl 4-{2-[(2,6-dichlorophenyl)amino](1,3-thiazol-4-yl)}-5-methylthiothiophene-2-carboxylate hydrobromide). Isolated yield 66.9%. RXN SMILES: [Br:1][CH2:2][C:3]([C:5]1[CH:6]=[C:7]([C:11]([O:13][CH3:14])=[S:12])[S:8][C:9]=1[CH3:10])=O.[Cl:15][C:16]1[CH:21]=[CH:20][CH:19]=[C:18]([Cl:22])[C:17]=1[NH:23][C:24]([NH2:26])=[S:25]>>[BrH:1].[Cl:15][C:16]1[CH:21]=[CH:20][CH:19]=[C:18]([Cl:22])[C:17]=1[NH:23][C:24]1[S:25][CH:2]=[C:3]([C:5]2[CH:6]=[C:7]([C:11]([O:13][CH3:14])=[S:12])[S:8][C:9]=2[CH3:10])[N:26]=1 |f:2.3|. Procedure: Methyl 4-(2-bromoacetyl)-5-methylthiothiophene-2-carboxylate (60 mg, 0.19 mmol) was allowed to react with 2,6-dichlorophenyl thiourea (42 mg) as described in Example 154, step (a) to give 63.1 mg (65% yield) of methyl 4-{2-[(2,6-dichlorophenyl)amino](1,3-thiazol-4-yl)}-5-methylthiothiophene-2-carboxylate hydrobromide. 1H NMR (DMSO-d6, 300 MHz) δ2.59 (s, 3H), 3.8 (s, 3H), 7.15 (s, 1H), 7.36 (m, 1H), 7.61 (m, 2H), 7.97 (s, 1H); Mass Spectrum (ESI) m/z calcd. for C16H12Cl2N2O2S3, 431.38 (M+H), foun... Starting materials: ClC=1C=C(C=CC1SC)C1=C(C=NO1)C(=O)C1CC1 (5-[3-chloro-4-(methylsulphenyl)phenyl]-4-cyclopropylcarbonyl-isoxazole), ClC=1C=C(C(=O)OO)C=CC1 (3-chloroperoxybenzoic acid), S([O-])(O)=O.[Na+] (sodium bisulphite). Solvent: ClCCl (dichloromethane). Run at time 8 hour. Product: C1(CC1)C(=O)C=1C=NOC1C1=CC(=C(C=C1)S(=O)(=O)C)Cl (4-cyclopropylcarbonyl-5-[3-chloro-4-(methylsulphonyl)phenyl]isoxazole). RXN SMILES: [Cl:1][C:2]1[CH:3]=[C:4]([C:10]2[O:14][N:13]=[CH:12][C:11]=2[C:15]([CH:17]2[CH2:19][CH2:18]2)=[O:16])[CH:5]=[CH:6][C:7]=1SC.Cl[C:21]1C=C(C=CC=1)C(OO)=O.[S:31](=[O:34])(O)[O-:32].[Na+]>ClCCl>[CH:17]1([C:15]([C:11]2[CH:12]=[N:13][O:14][C:10]=2[C:4]2[CH:5]=[CH:6][C:7]([S:31]([CH3:21])(=[O:34])=[O:32])=[C:2]([Cl:1])[CH:3]=2)=[O:16])[CH2:18][CH2:19]1 |f:2.3|. Reported procedure: A mixture of 5-[3-chloro-4-(methylsulphenyl)phenyl]-4-cyclopropylcarbonyl-isoxazole (1.0g) and 3-chloroperoxybenzoic acid (2.3g, 50%) in dichloromethane was stirred overnight. A saturated solution of sodium bisulphite was added and the layers were separated. The organic phase was washed with sodium bicarbonate solution, water, dried (MgSO4) and filtered. The flitrate was evaporated to dryness to give 4-cyclopropylcarbonyl-5-[3-chloro-4-(methylsulphonyl)phenyl]isoxazole (compound 5, 1.11g) as a w... Reactants: F[B-](F)(F)F.C(C)OC(=O)C1=CN(C2=NC(=C(C=C2C1=O)[N+]#N)OC)CC (3-ethoxycarbonyl-1-ethyl-1,4-dihydro-7-methoxy-4-oxo-1,8-naphthyridine-6-diazonium tetrafluoroborate). Run in C=1(C(=CC=CC1)C)C (xylene). The product is C(C)N1C=C(C(C2=CC(=C(N=C12)OC)F)=O)C(=O)OCC (ethyl 1-ethyl-6-fluoro-1,4-dihydro-7-methoxy-4-oxo-1,8-naphthyridine-3-carboxylate). Yield: 47.7%. Reaction SMILES: [F:1][B-](F)(F)F.[CH2:6]([O:8][C:9]([C:11]1[C:20](=[O:21])[C:19]2[C:14](=[N:15][C:16]([O:24][CH3:25])=[C:17]([N+]#N)[CH:18]=2)[N:13]([CH2:26][CH3:27])[CH:12]=1)=[O:10])[CH3:7]>C1(C)C(C)=CC=CC=1>[CH2:26]([N:13]1[C:14]2[C:19](=[CH:18][C:17]([F:1])=[C:16]([O:24][CH3:25])[N:15]=2)[C:20](=[O:21])[C:11]([C:9]([O:8][CH2:6][CH3:7])=[O:10])=[CH:12]1)[CH3:27] |f:0.1|. Procedure details: A suspension of 10 g of 3-ethoxycarbonyl-1-ethyl-1,4-dihydro-7-methoxy-4-oxo-1,8-naphthyridine-6-diazonium tetrafluoroborate in 300 ml of xylene was heated under reflux for 30 minutes. After evaporation of the xylene, the residue was taken up in chloroform. The chloroform solution was washed with water and the solvent was distilled off. The crude product was chromatographed on silica gel with chloroform as an eluent to give 3.6 g of ethyl 1-ethyl-6-fluoro-1,4-dihydro-7-methoxy-4-oxo-1,8-naphthyr... Reactants: NC1=C(C(NC(N1)=S)=O)CC1(OCCO1)CC (6-amino-5-(2-ethyl-1,3-dioxolan-2-ylmethyl)-2-thiouracil), [OH-].[NH4+] (ammonium hydroxide). The reagents and catalysts are [Ni] (Ni). The solvent is O (water). Yields the product NC1=C(C(=NC=N1)O)CC1(OCCO1)CC (6-amino-5-(2-ethyl-1,3-dioxolan-2-ylmethyl)-4-pyrimidinol). As a reaction SMILES: [NH2:1][C:2]1[NH:7][C:6](=S)[NH:5][C:4](=[O:9])[C:3]=1[CH2:10][C:11]1([CH2:16][CH3:17])[O:15][CH2:14][CH2:13][O:12]1.[OH-].[NH4+]>[Ni].O>[NH2:1][C:2]1[N:7]=[CH:6][N:5]=[C:4]([OH:9])[C:3]=1[CH2:10][C:11]1([CH2:16][CH3:17])[O:15][CH2:14][CH2:13][O:12]1 |f:1.2|. Procedure details: A mixture of 7.72 g (30 mmol) of 6-amino-5-(2-ethyl-1,3-dioxolan-2-ylmethyl)-2-thiouracil, 22.5 g of Raney Ni, 330 mL of water, and 23 mL of concentrated ammonium hydroxide was heated to reflux for 150 minutes. The mixture was filtered warm and then concentrated under vacuum to 6.34 g of tan solid. The solid was slurried in 100 mL of ethyl ether and solids collected by filtration. The solids were dried to 6.16 g (91.2%) of 6-amino-5-(2-ethyl-1,3-dioxolan-2-ylmethyl)-4-pyrimidinol as an off white... Starting materials: NC=1C(=C(C=CC1)C1=CC=C(C=2NC3=CC(=CC=C3C12)C(CO)O)C(=O)N)C (4-(3-amino-2-methylphenyl)-7-(1,2-dihydroxyethyl)-9H-carbazole-1-carboxamide), FC=1C=CC(=NC1)C(=O)O (5-fluoropicolinic acid), C1=CC2=C(N=C1)N(N=N2)O (HOAT), C(CCl)Cl (EDC), CCN(C(C)C)C(C)C (DIEA). Solvent: C(C)#N.C1CCOC1 (acetonitrile THF). Run at time 8 hour. Yields the product OC(CO)C1=CC=C2C=3C(=CC=C(C3NC2=C1)C(=O)N)C1=C(C(=CC=C1)NC(C1=NC=C(C=C1)F)=O)C (7-(1,2-dihydroxyethyl)-4-(3-(5-fluoropicolinamido)-2-methylphenyl)-9H-carbazole-1-carboxamide). Yield: 53.5%. Reaction SMILES: [NH2:1][C:2]1[C:3]([CH3:28])=[C:4]([C:8]2[C:20]3[C:19]4[C:14](=[CH:15][C:16]([CH:21]([OH:24])[CH2:22][OH:23])=[CH:17][CH:18]=4)[NH:13][C:12]=3[C:11]([C:25]([NH2:27])=[O:26])=[CH:10][CH:9]=2)[CH:5]=[CH:6][CH:7]=1.[F:29][C:30]1[CH:31]=[CH:32][C:33]([C:36](O)=[O:37])=[N:34][CH:35]=1.C1C=NC2N(O)N=NC=2C=1.C(Cl)CCl.CCN(C(C)C)C(C)C>C(#N)C.C1COCC1>[OH:24][CH:21]([C:16]1[CH:15]=[C:14]2[C:19]([C:20]3[C:8]([C:4]4[CH:5]=[CH:6][CH:7]=[C:2]([NH:1][C:36](=[O:37])[C:33]5[CH:32]=[CH:31][C:30]([F:29])=[CH:35][N:34]=5)[C:3]=4[CH3:28])=[CH:9][CH:10]=[C:11]([C:25]([NH2:27])=[O:26])[C:12]=3[NH:13]2)=[CH:18][CH:17]=1)[CH2:22][OH:23] |f:5.6|. Procedure: A solution of 4-(3-amino-2-methylphenyl)-7-(1,2-dihydroxyethyl)-9H-carbazole-1-carboxamide (Example 70-4, 28 mg, 0.075 mmol), 5-fluoropicolinic acid (15.8 mg, 0.112 mmol), HOAT (18.3 mg, 0.134 mmol), and EDC (28.6 mg, 0.149 mmol) in acetonitrile-THF (2:1, 3 mL) was treated with DIEA (0.039 mL, 0.224 mmol) and stirred at rt overnight. The mixture was concentrated and purified by preparative HPLC. The residue from concentration of the appropriate effluent fractions was partitioned between NaHCO3 (...